Dataset: the Open Reaction Database (ORD), a public repository of structured organic reaction records. Task: describe an organic reaction: reactants, conditions, products, and yield Reactants: C1CCOC1, N#Cc1cccc(Cl)c1-n1ncc2c(Cl)ncnc21, [H-], O=C(Nc1ccccn1)C(O)CN1CCC1, [Na+]. The product is N#Cc1cccc(Cl)c1-n1ncc2c(OC(CN3CCC3)C(=O)Nc3ccccn3)ncnc21. Reaction SMILES: [CH2:38]1[O:39][CH2:40][CH2:41][CH2:42]1.[Cl:19][c:20]1[c:21](-[n:28]2[n:29][cH:30][c:31]3[c:32]2[n:33][cH:34][n:35][c:36]3[Cl:37])[c:22]([C:23]#[N:24])[cH:25][cH:26][cH:27]1.[H-:1].[N:3]1([CH2:7][CH:8]([C:9](=[O:10])[NH:11][c:12]2[n:13][cH:14][cH:15][cH:16][cH:17]2)[OH:18])[CH2:4][CH2:5][CH2:6]1.[Na+:2]>>[N:3]1([CH2:7][CH:8]([C:9](=[O:10])[NH:11][c:12]2[n:13][cH:14][cH:15][cH:16][cH:17]2)[O:18][c:36]2[c:31]3[cH:30][n:29][n:28](-[c:21]4[c:20]([Cl:19])[cH:27][cH:26][cH:25][c:22]4[C:23]#[N:24])[c:32]3[n:33][cH:34][n:35]2)[CH2:4][CH2:5][CH2:6]1. Reactants: C=O (formaldehyde), C1(=CC=CC=C1)NCCO (N-phenylethanolamine), C1(=CC=CC=C1)NCCO (NPEA). Solvent: CO (methanol). Reaction conditions: time 8 hour. Product: C1(=CC=CC=C1)N1COCC1 (3-Phenyloxazolidine). RXN SMILES: [C:1]1([NH:7][CH2:8][CH2:9][OH:10])[CH:6]=[CH:5][CH:4]=[CH:3][CH:2]=1.[CH2:11]=O>CO>[C:1]1([N:7]2[CH2:8][CH2:9][O:10][CH2:11]2)[CH:6]=[CH:5][CH:4]=[CH:3][CH:2]=1. Reported procedure: 3POX A 500 mL 3-neck flask was equipped with a magnetic stirrer, a reflux condenser, an addition funnel, and a heating mantle with power supply. The flask was charged with 137.17 g (1.0 mole) of N-phenylethanolamine (NPEA) and 25 g of methanol. The addition funnel was charged with 55.20 g of Formcel® (1.01 moles of formaldehyde). The NPEA solution was stirred at room temperature under a blanket of nitrogen, and the Formcel® was added over a period of 1.25 hours. After completing the addition, th... Reactants: CCCc1ccc(C2(O)CCC3(CC2)OCCO3)cc1, Cc1ccccc1. Yields the product CCCc1ccc(C2=CCC3(CC2)OCCO3)cc1. RXN SMILES: [CH2:1]1[O:2][C:3]2([CH2:4][CH2:5][C:6]([c:9]3[cH:10][cH:11][c:12]([CH2:15][CH2:16][CH3:17])[cH:13][cH:14]3)([OH:18])[CH2:7][CH2:8]2)[O:19][CH2:20]1.[CH3:21][c:22]1[cH:23][cH:24][cH:25][cH:26][cH:27]1>>[CH2:1]1[O:2][C:3]2([CH2:4][CH:5]=[C:6]([c:9]3[cH:10][cH:11][c:12]([CH2:15][CH2:16][CH3:17])[cH:13][cH:14]3)[CH2:7][CH2:8]2)[O:19][CH2:20]1. Reactants: COC(=O)C=1OC(=CC1)C#CCNC(=O)OC(C)(C)C (5-(3-tert-butoxycarbonylamino-prop-1-ynyl)-furan-2-carboxylic acid methyl ester), COC(=O)C1OC(CC1)CCCNC(=O)OC(C)(C)C (5-(3-tert-Butoxycarbonylamino-propyl)-tetrahydrofuran-2-carboxylic acid methyl ester), 5-(3-tert-Butoxycarbonylamino-proDyl)-furan-2-carboxylic acid methyl ester. The reagents and catalysts are [Pd] (palladium on carbon). Solvent: CO (MeOH). Conditions: time 18 hour. The product is hexanes EtOAc, COC(=O)C=1OC(=CC1)CCCNC(=O)OC(C)(C)C (5-(3-tert-butoxycarbonylamino- propyl)-furan-2-carboxylic acid methyl ester). As a reaction SMILES: [CH3:1][O:2][C:3]([CH:5]1[CH2:9][CH2:8][CH:7]([CH2:10][CH2:11][CH2:12][NH:13][C:14]([O:16][C:17]([CH3:20])([CH3:19])[CH3:18])=[O:15])[O:6]1)=[O:4].COC(C1OC(C#CCNC(OC(C)(C)C)=O)=CC=1)=O>CO.[Pd]>[CH3:1][O:2][C:3]([C:5]1[O:6][C:7]([CH2:10][CH2:11][CH2:12][NH:13][C:14]([O:16][C:17]([CH3:20])([CH3:19])[CH3:18])=[O:15])=[CH:8][CH:9]=1)=[O:4]. Reported procedure: 5-(3-tert-Butoxycarbonylamino-propyl)-tetrahydrofuran-2-carboxylic acid methyl ester and 5-(3-tert-Butoxycarbonylamino-proDyl)-furan-2-carboxylic acid methyl ester. To a solution of 5-(3-tert-butoxycarbonylamino-prop-1-ynyl)-furan-2-carboxylic acid methyl ester (1.69 g) in MeOH (50 mL) was added 10% palladium on carbon (850 mg) and the mixture was hydrogenated on a Parr shaker at 50 psi for 18 h. The catalyst was removed via filtration through Celite and the volatiles were concentrated in vacuo.... Starting materials: c1ccc2c(c1)CCN2, CC(=O)Cl, ClCCl, [Na+], O=C([O-])O. RXN SMILES: [CH2:6]1[CH2:7][c:8]2[cH:9][cH:10][cH:11][cH:12][c:13]2[NH:14]1.[CH3:15][C:16]([Cl:17])=[O:18].[Cl:19][CH2:20][Cl:21].[Na+:5].[O-:1][C:2]([OH:3])=[O:4]>>[CH2:6]1[CH2:7][c:8]2[cH:9][cH:10][cH:11][cH:12][c:13]2[N:14]1[C:16]([CH3:15])=[O:18]. The product is CC(=O)N1CCc2ccccc21. The reactants are S1C(=CC=C1)CC(=O)O (thiophen-2-yl-acetic acid), C1=CC2=C(N=C1)N(N=N2)O (HOAT), CCN(C(C)C)C(C)C (DIPEA), C(C)(C)(C)OC([C@H](CC(C)C)NC(C1=CC(=C(C=C1)NC(C(C)C)C(C)C)N)=O)=O ((S)-2-[3-Amino-4-(1-isopropyl-2-methyl-propylamino)-benzoylamino]-4-methyl-pentanoic acid tert-butyl ester), CCN(C(C)C)C(C)C (DIPEA). The solvent is CN(C)C=O (DMF), C(CCl)Cl (EDC), O (water). Run at time 16 hour. The product is C(C)(C)(C)OC([C@H](CC(C)C)NC(C1=CC(=C(C=C1)NC(C(C)C)C(C)C)NC(CC=1SC=CC1)=O)=O)=O ((S)-2-[4-(1-Isopropyl-2-methyl-propylamino)-3-(2-thiophen-2-yl-acetylamino)-benzoylamino]-4-methyl-pentanoic acid tert-butyl ester). RXN SMILES: [S:1]1[CH:5]=[CH:4][CH:3]=[C:2]1[CH2:6][C:7]([OH:9])=O.C1C=NC2N(O)N=NC=2C=1.CCN(C(C)C)C(C)C.[C:29]([O:33][C:34](=[O:58])[C@@H:35]([NH:40][C:41](=[O:57])[C:42]1[CH:47]=[CH:46][C:45]([NH:48][CH:49]([CH:53]([CH3:55])[CH3:54])[CH:50]([CH3:52])[CH3:51])=[C:44]([NH2:56])[CH:43]=1)[CH2:36][CH:37]([CH3:39])[CH3:38])([CH3:32])([CH3:31])[CH3:30]>CN(C=O)C.O.C(Cl)CCl>[C:29]([O:33][C:34](=[O:58])[C@@H:35]([NH:40][C:41](=[O:57])[C:42]1[CH:47]=[CH:46][C:45]([NH:48][CH:49]([CH:50]([CH3:52])[CH3:51])[CH:53]([CH3:54])[CH3:55])=[C:44]([NH:56][C:7](=[O:9])[CH2:6][C:2]2[S:1][CH:5]=[CH:4][CH:3]=2)[CH:43]=1)[CH2:36][CH:37]([CH3:39])[CH3:38])([CH3:30])([CH3:31])[CH3:32]. Reported procedure: To a solution of 469 mg of thiophen-2-yl-acetic acid in 7.5 ml of dry DMF 449 mg of HOAT, 633 mg of EDC and 0.75 ml of DIPEA were added at 0° C. After 30 min 1259 mg of (S)-2-[3-Amino-4-(1-isopropyl-2-methyl-propylamino)-benzoylamino]-4-methyl-pentanoic acid tert-butyl ester and 0.75 ml of DIPEA were added and the reaction was stirred at it for 16 h. The reaction was then poured into water and extracted with ethyl acetate three times. The combined organic phases were washed with saturated aqueou... Reactants: COC(C)(C)C, Clc1nccnc1Cl, ClCCl, [K+], [K+], O=C([O-])[O-], CN(C)C=O, O=C(c1ccc(O)cc1)c1nc2ccccc2[nH]1. The product is O=C(c1ccc(Oc2nccnc2Cl)cc1)c1nc2ccccc2[nH]1. RXN SMILES: [C:33]([O:34][CH3:35])([CH3:36])([CH3:37])[CH3:38].[Cl:25][c:26]1[n:27][cH:28][cH:29][n:30][c:31]1[Cl:32].[Cl:39][CH2:40][Cl:41].[K+:19].[K+:20].[O-:21][C:22]([O-:23])=[O:24].[O:42]=[CH:43][N:44]([CH3:45])[CH3:46].[nH:1]1[c:2]([C:10](=[O:11])[c:12]2[cH:13][cH:14][c:15]([OH:18])[cH:16][cH:17]2)[n:3][c:4]2[c:5]1[cH:6][cH:7][cH:8][cH:9]2>>[nH:1]1[c:2]([C:10](=[O:11])[c:12]2[cH:13][cH:14][c:15]([O:18][c:31]3[c:26]([Cl:25])[n:27][cH:28][cH:29][n:30]3)[cH:16][cH:17]2)[n:3][c:4]2[c:5]1[cH:6][cH:7][cH:8][cH:9]2. Run in C1CCOC1 (THF), C1CCOC1 (THF). Conditions: temperature -25 celsius. The reactants are C1(CC1)N (cyclopropylamine), NC1=C(C(=C(OC2=C3C(=NC=C2)C=C(S3)C3=CC=C(C=N3)CN(C(OC(C)(C)C)=O)CCOC)C=C1)F)F (tert-butyl (6-(7-(4-amino-2,3-difluorophenoxy)thieno[3,2-b]pyridin-2-yl)pyridin-3-yl)methyl(2-methoxyethyl)carbamate), CCN(C(C)C)C(C)C (DIPEA), ClC(Cl)(OC(OC(Cl)(Cl)Cl)=O)Cl (triphosgene). Reported procedure: To a stirred solution of aniline 23 (500 mg, 0.92 mmol) and DIPEA (0.8 mL, 4.61 mmol) in THF (18 mL) at −25° C. under nitrogen was added dropwise a solution of triphosgene (273 mg, 0.920 mmol) in THF (2 mL). The reaction mixture was stirred at −25° C. and cyclopropylamine (0.32 mL, 4.61 mmol) was slowly added. The reaction mixture was allowed to warm to RT over 1.5 h and stirred at RT overnight. The reaction mixture was then partitioned between AcOEt and water. The organic layer was successively... Yields the product C1(CC1)NC(NC1=C(C(=C(OC2=C3C(=NC=C2)C=C(S3)C3=CC=C(C=N3)CN(C(OC(C)(C)C)=O)CCOC)C=C1)F)F)=O (tert-butyl (6-(7-(4-(3-cyclopropylureido)-2,3-difluorophenoxy)thieno[3,2-b]-pyridin-2-yl)pyridin-3-yl)methyl(2-methoxyethyl)carbamate). As a reaction SMILES: [NH2:1][C:2]1[CH:36]=[CH:35][C:5]([O:6][C:7]2[CH:12]=[CH:11][N:10]=[C:9]3[CH:13]=[C:14]([C:16]4[N:21]=[CH:20][C:19]([CH2:22][N:23]([CH2:31][CH2:32][O:33][CH3:34])[C:24](=[O:30])[O:25][C:26]([CH3:29])([CH3:28])[CH3:27])=[CH:18][CH:17]=4)[S:15][C:8]=23)=[C:4]([F:37])[C:3]=1[F:38].CC[N:41]([CH:45]([CH3:47])[CH3:46])[CH:42](C)C.ClC(Cl)([O:51]C(=O)OC(Cl)(Cl)Cl)Cl.C1(N)CC1>C1COCC1>[CH:45]1([NH:41][C:42](=[O:51])[NH:1][C:2]2[CH:36]=[CH:35][C:5]([O:6][C:7]3[CH:12]=[CH:11][N:10]=[C:9]4[CH:13]=[C:14]([C:16]5[N:21]=[CH:20][C:19]([CH2:22][N:23]([CH2:31][CH2:32][O:33][CH3:34])[C:24](=[O:30])[O:25][C:26]([CH3:29])([CH3:28])[CH3:27])=[CH:18][CH:17]=5)[S:15][C:8]=34)=[C:4]([F:37])[C:3]=2[F:38])[CH2:46][CH2:47]1. The reactants are CN1C(=O)N(C(=O)C1)C1=CC(=C(C=C1)Cl)Cl (1-methyl-3-(3,4-dichlorophenyl)hydantoin), [BH4-].[Na+] (sodium borohydride). Run in CO (methanol). Reaction conditions: temperature 10 celsius, time 2 hour. The product is CN1C(N(C(C1)O)C1=CC(=C(C=C1)Cl)Cl)=O (1-methyl-3-(3,4-dichlorophenyl)-4-hydroxyimidazolidine-2-one). The yield is 88.0%. RXN SMILES: [CH3:1][N:2]1[CH2:8][C:6](=[O:7])[N:5]([C:9]2[CH:14]=[CH:13][C:12]([Cl:15])=[C:11]([Cl:16])[CH:10]=2)[C:3]1=[O:4].[BH4-].[Na+]>CO>[CH3:1][N:2]1[CH2:8][CH:6]([OH:7])[N:5]([C:9]2[CH:14]=[CH:13][C:12]([Cl:15])=[C:11]([Cl:16])[CH:10]=2)[C:3]1=[O:4] |f:1.2|. Procedure: A 10.4 g (0.04 mole) quantity of 1-methyl-3-(3,4-dichlorophenyl)hydantoin was suspended in 80 ml of methanol. The suspension was cooled to 10° C. and 1.5 g of sodium borohydride was added thereto with stirring. After the addition, the mixture was stirred for 30 minutes and warmed to room temperature, followed by further agitation for 2 hours. After completion of the reaction, the reaction mixture was concentrated and water was added to the residue to deposit crystals. The crystals were filtered ...